Dataset: the Open Reaction Database (ORD), a public repository of structured organic reaction records. Task: describe an organic reaction: reactants, conditions, products, and yield Reactants: C(C)N1C=C(C(C2=CC(=C(C=C12)N1CCN(CC1)CC1CCN(CC1)C=O)F)=O)C(=O)O (1-Ethyl-6-fluoro-1,4-dihydro-7-[4[(1-formyl-4-piperidinyl)methyl]-1-piperazinyl]-4-oxo-3-quinolinecarboxylic acid), Cl (hydrochloric acid). Run in O1CCOCC1 (dioxane). The product is Cl.C(C)N1C=C(C(C2=CC(=C(C=C12)N1CCN(CC1)CC1CCNCC1)F)=O)C(=O)O (1-Ethyl-6-fluoro-1,4-dihydro-4-oxo-7-[4-(4-piperidinylmethyl)-1-piperazinyl]-3-quinolinecarboxylic acid monohydrochloride). The yield is 85.0%. Reaction SMILES: [CH2:1]([N:3]1[C:12]2[C:7](=[CH:8][C:9]([F:28])=[C:10]([N:13]3[CH2:18][CH2:17][N:16]([CH2:19][CH:20]4[CH2:25][CH2:24][N:23](C=O)[CH2:22][CH2:21]4)[CH2:15][CH2:14]3)[CH:11]=2)[C:6](=[O:29])[C:5]([C:30]([OH:32])=[O:31])=[CH:4]1)[CH3:2].[ClH:33]>O1CCOCC1>[ClH:33].[CH2:1]([N:3]1[C:12]2[C:7](=[CH:8][C:9]([F:28])=[C:10]([N:13]3[CH2:18][CH2:17][N:16]([CH2:19][CH:20]4[CH2:21][CH2:22][NH:23][CH2:24][CH2:25]4)[CH2:15][CH2:14]3)[CH:11]=2)[C:6](=[O:29])[C:5]([C:30]([OH:32])=[O:31])=[CH:4]1)[CH3:2] |f:3.4|. Procedure details: A solution of the N-formylquinolone from Example 18, (1.0 g, 2.25 mmol) in dioxane (20 mL) and aqueous hydrochloric acid (1N, 20 mL) was heated at 100° C. for 31/2 hours. The solvent was removed and the residue was recrystallized from methanol to give the product as a white crystalline solid (0.85 g, 85% yield). As a reaction SMILES: O[CH2:2][CH2:3][CH2:4][C:5]1[C:13]2[C:8](=[C:9]([C:14]3[CH:19]=[CH:18][CH:17]=[CH:16][C:15]=3[O:20][CH3:21])[CH:10]=[CH:11][CH:12]=2)[NH:7][C:6]=1[C:22]([O:24]CC)=[O:23].[CH3:27][C:28]1[CH:37]=[CH:36][C:35]2[C:30](=[CH:31][CH:32]=[CH:33][CH:34]=2)[C:29]=1[OH:38].C1(P(C2C=CC=CC=2)C2C=CC=CC=2)C=CC=CC=1.N(C(OC(C)(C)C)=O)=NC(OC(C)(C)C)=O.[Li+].[OH-].Cl>C1COCC1.O.CO>[CH3:21][O:20][C:15]1[CH:16]=[CH:17][CH:18]=[CH:19][C:14]=1[C:9]1[CH:10]=[CH:11][CH:12]=[C:13]2[C:8]=1[NH:7][C:6]([C:22]([OH:24])=[O:23])=[C:5]2[CH2:4][CH2:3][CH2:2][O:38][C:29]1[C:30]2[C:35](=[CH:34][CH:33]=[CH:32][CH:31]=2)[CH:36]=[CH:37][C:28]=1[CH3:27] |f:4.5|. Run in C1CCOC1 (THF), C1CCOC1 (THF), CO (methanol), O (water). Reported procedure: To a mixture of EXAMPLE 47A (71 mg), 2-methyl-1-naphthol (35 mg), triphenylphosphine (58 mg) in THF (2 mL) and di-tert-butyl azodicarboxylate (55 mg) was stirred at ambient temperature overnight and partitioned between ethyl acetate (150 mL) and water (50 mL). The organic layer was washed with brine and a dried (Na2SO4), filtered and concentrated. The concentrate was purified by flash chromatography on silica gel with 5% ethyl acetate in hexanes to provide an intermediate which was dissolved in ... Starting materials: OCCCC1=C(NC2=C(C=CC=C12)C1=C(C=CC=C1)OC)C(=O)OCC (ethyl 3-(3-hydroxypropyl)-7-(2-methoxyphenyl)-1H-indole-2-carboxylate), CC1=C(C2=CC=CC=C2C=C1)O (2-methyl-1-naphthol), C1(=CC=CC=C1)P(C1=CC=CC=C1)C1=CC=CC=C1 (triphenylphosphine), N(=NC(=O)OC(C)(C)C)C(=O)OC(C)(C)C (di-tert-butyl azodicarboxylate), [Li+].[OH-] (LiOH), Cl (HCl). Yields the product COC1=C(C=CC=C1)C=1C=CC=C2C(=C(NC12)C(=O)O)CCCOC1=C(C=CC2=CC=CC=C12)C (7-(2-methoxyphenyl)-3-(3-((2-methyl-1-naphthyl)oxy)propyl)-1H-indole-2-carboxylic acid).